This data is from the Open Reaction Database (ORD), a public repository of structured organic reaction records. The task is: describe an organic reaction: reactants, conditions, products, and yield The reactants are CC=1N=CSC1C.C1(CCCCC1)NC1CCCCC1.S1C(=CC=C1)C(=O)O (4,5-dimethylthiazole 2-thiolcarboxylic acid dicyclohexylamine salt), red solid, desired material, O (water), Cl (hydrochloric acid). Run in C(C)(=O)OCC (ethyl acetate). Yields the product CC=1N=CSC1C.S1C(=CC=C1)C(=O)O (4,5-Dimethylthiazole 2-thioicarboxylic acid). Reaction SMILES: [CH3:1][C:2]1[N:3]=[CH:4][S:5][C:6]=1[CH3:7].C1(NC2CCCCC2)CCCCC1.[S:21]1[CH:25]=[CH:24][CH:23]=[C:22]1[C:26]([OH:28])=[O:27].O.Cl>C(OCC)(=O)C>[CH3:1][C:2]1[N:3]=[CH:4][S:5][C:6]=1[CH3:7].[S:21]1[CH:25]=[CH:24][CH:23]=[C:22]1[C:26]([OH:28])=[O:27] |f:0.1.2,6.7|. Procedure details: 11.7 g. (0.033 mole) of 4,5-dimethylthiazole-2-thiolcarboxylic acid dicyclohexylamine salt, dissolved in 175 ml. of water and 175 ml. of ethyl acetate, was cooled and acidified with 6N hydrochloric acid to pH 2.2. The layers were separated and the aqueous phase was extracted with 2 × 75 ml. of ethyl acetate. The combined organic phases were dried over magnesium sulfate, filtered and evaporated under reduced pressure yielding 4.6 g. (80%) of a red solid. Infrared spectrum was consistent with the ...